Dataset: the Open Reaction Database (ORD), a public repository of structured organic reaction records. Task: describe an organic reaction: reactants, conditions, products, and yield As a reaction SMILES: [C:1]([O:14][CH2:15][C@@H:16]([O:45][C:46](=[O:58])[CH2:47][CH2:48][CH2:49][CH2:50][CH2:51][CH2:52][CH2:53][CH2:54][CH2:55][CH2:56][CH3:57])[CH2:17][S:18][CH2:19][C@H:20]([NH2:44])[C:21]([NH:23][CH2:24][CH2:25][C:26]1[CH:31]=[CH:30][C:29]([O:32][CH2:33][CH2:34][CH2:35][P:36]([O:41]CC)([O:38]CC)=[O:37])=[CH:28][CH:27]=1)=[O:22])(=[O:13])[CH2:2][CH2:3][CH2:4][CH2:5][CH2:6][CH2:7][CH2:8][CH2:9][CH2:10][CH2:11][CH3:12].C[Si](Br)(C)C>C(Cl)Cl>[NH2:44][C@@H:20]([CH2:19][S:18][CH2:17][C@H:16]([O:45][C:46](=[O:58])[CH2:47][CH2:48][CH2:49][CH2:50][CH2:51][CH2:52][CH2:53][CH2:54][CH2:55][CH2:56][CH3:57])[CH2:15][O:14][C:1](=[O:13])[CH2:2][CH2:3][CH2:4][CH2:5][CH2:6][CH2:7][CH2:8][CH2:9][CH2:10][CH2:11][CH3:12])[C:21]([NH:23][CH2:24][CH2:25][C:26]1[CH:31]=[CH:30][C:29]([O:32][CH2:33][CH2:34][CH2:35][P:36](=[O:37])([OH:41])[OH:38])=[CH:28][CH:27]=1)=[O:22]. Run in C(Cl)Cl (DCM). Yields the product N[C@H](C(=O)NCCC1=CC=C(OCCCP(O)(O)=O)C=C1)CSC[C@@H](COC(CCCCCCCCCCC)=O)OC(CCCCCCCCCCC)=O (3-(4-(2-((R)-2-amino-3-((R)-2,3-bis(dodecanoyloxy)propylthio)propanamido)ethyl)phenoxy)propylphosphonic acid). Procedure: To a solution of (R)-3-((R)-2-amino-3-(4-(3-(diethoxyphosphoryl)propoxy)phenethylamino)-3-oxopropylthio)propane-1,2-diyl didodecanoate (1 eq) in DCM (0.1 M) was added trimethylsilyl bromide (10 eq). The reaction mixture was stirred at room temperature overnight and then concentrated. The crude mixture was purified by reverse phase high performance liquid chromatography (HPLC) with C4 column eluting with a gradient of 50-100% MeCN/10 mM NH4OAc (95:5) in 10 mM NH4OAc (pH 9) to give the product as ... The reactants are C(CCCCCCCCCCC)(=O)OC[C@H](CSC[C@@H](C(=O)NCCC1=CC=C(C=C1)OCCCP(=O)(OCC)OCC)N)OC(CCCCCCCCCCC)=O ((R)-3-((R)-2-amino-3-(4-(3-(diethoxyphosphoryl)propoxy)phenethylamino)-3-oxopropylthio)propane-1,2-diyl didodecanoate), C[Si](C)(C)Br (trimethylsilyl bromide). Reaction conditions: time 8 hour. Starting materials: [N+](=O)([O-])C1=CC=C2C(=N1)OC(=N2)C2=CC=CC=C2 (5-Nitro-2-phenyloxazolo[5,4-b]pyridine), C=O (formaldehyde), CO (methanol), C1=CC=CC=C1 (benzene). The reagents and catalysts are [Ni] (Raney nickel). Run in C(C)(=O)O (acetic acid). The product is CN(C1=CC=C2C(=N1)OC(=N2)C2=CC=CC=C2)C (5-dimethylamino-2-phenyloxazolo[5,4-b]pyridine). As a reaction SMILES: [N+:1]([C:4]1[N:9]=[C:8]2O[C:11]([C:13]3[CH:18]=[CH:17][CH:16]=[CH:15][CH:14]=3)=[N:12][C:7]2=[CH:6][CH:5]=1)([O-])=O.[CH3:19][OH:20].[CH:21]1C=CC=CC=1.C=O>[Ni].C(O)(=O)C>[CH3:8][N:9]([CH3:21])[C:4]1[N:1]=[C:19]2[O:20][C:11]([C:13]3[CH:18]=[CH:17][CH:16]=[CH:15][CH:14]=3)=[N:12][C:7]2=[CH:6][CH:5]=1. Procedure details: 5-Nitro-2-phenyloxazolo[5,4-b]pyridine (1.2 g.) in 75 ml. of methanol, 75 ml. of benzene, 5 ml. of acetic acid and 8 ml. of 37% formaldehyde solution was hydrogenated over 1.5 teaspoonsful of Raney nickel. The catalyst was removed by filtration and the filtrate was diluted with 10 ml. of water and basified with solid sodium bicarbonate. The mixture was concentrated to dryness. The residue was crystallized from ethyl acetate to give 5-dimethylamino-2-phenyloxazolo[5,4-b]pyridine, m.p. 127°-129° C... The reactants are C1(CCC1)N(C(C1=C(C=CC(=C1)OC1=C(C=C(C=C1Cl)COC)Cl)OC)=O)C (N-Cyclobutyl-5-(2,6-dichloro-4-methoxymethyl-phenoxy)-2-methoxy-N-methyl-benzamide), B(Br)(Br)Br (boron tribromide). The solvent is ClCCl (dichloromethane). Run at time 2 hour. Product: BrCC1=CC(=C(OC=2C=CC(=C(C(=O)N(C)C3CCC3)C2)O)C(=C1)Cl)Cl (5-(4-Bromomethyl-2,6-dichloro-phenoxy)-N-cyclobutyl-2-hydroxy-N-methyl-benzamide). As a reaction SMILES: [CH:1]1([N:5]([CH3:28])[C:6](=[O:27])[C:7]2[CH:12]=[C:11]([O:13][C:14]3[C:19]([Cl:20])=[CH:18][C:17]([CH2:21]OC)=[CH:16][C:15]=3[Cl:24])[CH:10]=[CH:9][C:8]=2[O:25]C)[CH2:4][CH2:3][CH2:2]1.B(Br)(Br)[Br:30]>ClCCl>[Br:30][CH2:21][C:17]1[CH:18]=[C:19]([Cl:20])[C:14]([O:13][C:11]2[CH:10]=[CH:9][C:8]([OH:25])=[C:7]([CH:12]=2)[C:6]([N:5]([CH:1]2[CH2:4][CH2:3][CH2:2]2)[CH3:28])=[O:27])=[C:15]([Cl:24])[CH:16]=1. Procedure: To a solution of the title compound of Step F in dichloromethane (2.2 ml) at room temperature was added boron tribromide (1M in dichloromethane, 1.5 ml, 1.5 mmol). The reaction mixture was stirred at room temperature for about two hours, and quenched with water (20 ml). After stirring for about 15 minutes, the solution was extracted with dichloromethane (3×15 ml). The combined organic extracts were washed with brine (50 ml), treated with activated carbon, filtered through diatomaceous earth, dri... Reactants: O=C1CC2=C(C3=C(OC4=C2C=CC=C4)C=CC=C3)CC1 (2-keto-1,2,3,4-tetrahydro-tribenzo(b,d,f)-oxepine). Reagents/catalysts: O=[Pt]=O (PtO2). The solvent is C(C)(=O)O (acetic acid). Run at time 3 hour. Product: OC1CC2C(C3=C(OC4=C2C=CC=C4)C=CC=C3)CC1 (2-hydroxy-1,2,3,4,4a,13b-hexahydro-tribenzo(b,d,f)-oxepine). Reaction SMILES: [O:1]=[C:2]1[CH2:20][CH2:19][C:5]2[C:6]3[CH:18]=[CH:17][CH:16]=[CH:15][C:7]=3[O:8][C:9]3[CH:14]=[CH:13][CH:12]=[CH:11][C:10]=3[C:4]=2[CH2:3]1>C(O)(=O)C.O=[Pt]=O>[OH:1][CH:2]1[CH2:20][CH2:19][CH:5]2[C:6]3[CH:18]=[CH:17][CH:16]=[CH:15][C:7]=3[O:8][C:9]3[CH:14]=[CH:13][CH:12]=[CH:11][C:10]=3[CH:4]2[CH2:3]1. Procedure details: 1.0 g of 2-keto-1,2,3,4-tetrahydro-tribenzo(b,d,f)-oxepine is added to a suspension of 10 mg PtO2 (Adams catalyst) in 50 ml glacial acetic acid. The mixture is put in a hydrogenation apparatus under hydrogen atmosphere and shaken for 3 hours. After that time the theoretical quantity of hydrogen has been absorbed. The mixture is then filtered to remove the catalyst, whereupon the filtrate is evaporated in vacuo, yielding a light yellow oil. The reactants are C(C)(C)(C)OC(=O)N1CCC(CC1)OC1=CC=C(C=C1)OC(F)(F)F (4-(4-(trifluoromethoxy)phenoxy)piperidine-1-formic acid tert-butyl ester), Cl (hydrogen chloride). Run in O1CCOCC1 (1,4-dioxane), O1CCOCC1 (1,4-dioxane). Conditions: time 3 hour. Yields the product FC(OC1=CC=C(OC2CCNCC2)C=C1)(F)F (4-(4-(trifluoromethoxy)phenoxy)piperidine). Isolated yield 115.0%. Reaction SMILES: C(OC([N:8]1[CH2:13][CH2:12][CH:11]([O:14][C:15]2[CH:20]=[CH:19][C:18]([O:21][C:22]([F:25])([F:24])[F:23])=[CH:17][CH:16]=2)[CH2:10][CH2:9]1)=O)(C)(C)C.Cl>O1CCOCC1>[F:25][C:22]([F:23])([F:24])[O:21][C:18]1[CH:19]=[CH:20][C:15]([O:14][CH:11]2[CH2:10][CH2:9][NH:8][CH2:13][CH2:12]2)=[CH:16][CH:17]=1. Procedure: 4-(4-(trifluoromethoxy)phenoxy)piperidine-1-formic acid tert-butyl ester (2.5 g, 6.66 mmol) was dissolved in 1,4-dioxane, added dropwise hydrogen chloride in 1,4-dioxane solution, stirred for 3 h at room temperature, removed solvents after the reaction was completed, residuals were washed by petroleum ether and ethyl ether respectively to give 2.0 g white solid, yield was 99%. Starting materials: CC1=C(C(=O)Cl)C=CC=C1 (2-methylbenzoyl chloride), O1C(=CC=C1)C(=O)OC (methyl 2-furoate), ferric chloride. The solvent is C(Cl)(Cl)(Cl)Cl (carbon tetrachloride). Product: CC1=C(C(=O)C2=CC=C(O2)C(=O)OC)C=CC=C1 (methyl 5-(2-methylbenzoyl)-2-furoate). The yield is 90.4%. RXN SMILES: [CH3:1][C:2]1[CH:10]=[CH:9][CH:8]=[CH:7][C:3]=1[C:4](Cl)=[O:5].[O:11]1[CH:15]=[CH:14][CH:13]=[C:12]1[C:16]([O:18][CH3:19])=[O:17]>C(Cl)(Cl)(Cl)Cl>[CH3:1][C:2]1[CH:10]=[CH:9][CH:8]=[CH:7][C:3]=1[C:4]([C:15]1[O:11][C:12]([C:16]([O:18][CH3:19])=[O:17])=[CH:13][CH:14]=1)=[O:5]. Reported procedure: A mixture of 2-methylbenzoyl chloride (prepared as described by Frankland and Ashton, Trans. Chem. Soc. 1899, 75, 494; 77 g.), methyl 2-furoate (83 g.), anhydrous ferric chloride (1.5 g.) and carbon tetrachloride (125 ml.) was heated under reflux on a steam bath for 7.5 hours and then distilled to give methyl 5-(2-methylbenzoyl)-2-furoate (110 g.) in the form of a colourless oil, b.p. 170° C./0.2 mm.Hg.